From a dataset of the Open Reaction Database (ORD), a public repository of structured organic reaction records. describe an organic reaction: reactants, conditions, products, and yield The reactants are C(C)OC(CC1=CC=C(C=C1)OC\C=C(/C)\C1=CC=2CC3=CC=CC=C3C2C=C1)=O ((E)-{4-[3-(9H-Fluoren-2-yl)-but-2-enyloxy]-phenyl}-acetic acid ethyl ester), CO (methanol). The solvent is [OH-].[Na+] (NaOH), [OH-].[Na+] (NaOH). Reaction conditions: time 24 hour. Yields the product C1=C(C=CC=2C3=CC=CC=C3CC12)/C(=C/COC1=CC=C(C=C1)CC(=O)O)/C ((E)-{4-[3-(9H-Fluoren-2-yl)-but-2-enyloxy]-phenyl}-acetic acid). The yield is 75.6%. As a reaction SMILES: C([O:3][C:4](=[O:30])[CH2:5][C:6]1[CH:11]=[CH:10][C:9]([O:12][CH2:13]/[CH:14]=[C:15](/[C:17]2[CH:29]=[CH:28][C:27]3[C:26]4[C:21](=[CH:22][CH:23]=[CH:24][CH:25]=4)[CH2:20][C:19]=3[CH:18]=2)\[CH3:16])=[CH:8][CH:7]=1)C.CO>[OH-].[Na+]>[CH:18]1[C:19]2[CH2:20][C:21]3[C:26](=[CH:25][CH:24]=[CH:23][CH:22]=3)[C:27]=2[CH:28]=[CH:29][C:17]=1/[C:15](/[CH3:16])=[CH:14]/[CH2:13][O:12][C:9]1[CH:8]=[CH:7][C:6]([CH2:5][C:4]([OH:30])=[O:3])=[CH:11][CH:10]=1 |f:2.3|. Reported procedure: (E)-{4-[3-(9H-Fluoren-2-yl)-but-2-enyloxy]-phenyl}-acetic acid ethyl ester (example 16) (193 mg, 0.5 mmol) was suspended in 1N NaOH (5.0 mL) and methanol (5 mL) and stirred for 16 h at room temperature. A 2nd portion and 1N NaOH was added and stirring continued for 24 h. The mixture was concentrated to 10 mL volume then diluted with 1N HCl (50 mL) and ethyl acetate (150 mL). The aqueous layer was separated and extracted with ethyl acetate (50 mL) The organic layers were combined, dried (NaSO4) a... Conditions: time 8 hour. Yield: 51.8%. The product is C(C)OC(=O)C1(CC2=CC=CC=C2C1)NC(C1=C(C(=CC=C1)C)OC(C)C)=O (2-(2-Isopropoxy-3-methyl-benzoylamino)-indan-2-carboxylic acid ethyl ester). Procedure: To a suspension of 2-(2-hydroxy-3-methyl-benzoylamino)-indan-2-carboxylic acid ethyl ester (3) (300 mg, 0.88 mmol), anhydrous Cs2CO3 (573 mg, 1.76 mmol), and KI (30 mg, 0.18 mmol) in DMF (10 mL) is added 2-bromo-propane (330 μL, 3.52 mmol). The resulting reaction suspension is stirred at RT overnight. After the removal of DMF in vacuo, the residue is dissolved in EtOAc (20 mL) and washed with water (1×5 mL) and brine (2×5 mL). The organic layer is dried over anhydrous Na2SO4 and concentrated in ... As a reaction SMILES: [CH2:1]([O:3][C:4]([C:6]1([NH:15][C:16](=[O:25])[C:17]2[CH:22]=[CH:21][CH:20]=[C:19]([CH3:23])[C:18]=2[OH:24])[CH2:14][C:13]2[C:8](=[CH:9][CH:10]=[CH:11][CH:12]=2)[CH2:7]1)=[O:5])[CH3:2].C([O-])([O-])=O.[Cs+].[Cs+].Br[CH:33]([CH3:35])[CH3:34]>CN(C=O)C>[CH2:1]([O:3][C:4]([C:6]1([NH:15][C:16](=[O:25])[C:17]2[CH:22]=[CH:21][CH:20]=[C:19]([CH3:23])[C:18]=2[O:24][CH:33]([CH3:35])[CH3:34])[CH2:7][C:8]2[C:13](=[CH:12][CH:11]=[CH:10][CH:9]=2)[CH2:14]1)=[O:5])[CH3:2] |f:1.2.3|. Solvent: CN(C)C=O (DMF). The reactants are C(C)OC(=O)C1(CC2=CC=CC=C2C1)NC(C1=C(C(=CC=C1)C)O)=O (2-(2-Hydroxy-3-methyl-benzoylamino)-indan-2-carboxylic acid ethyl ester), C(=O)([O-])[O-].[Cs+].[Cs+] (Cs2CO3), BrC(C)C (2-bromo-propane). The reactants are [BH4-], CCCCCC, CO, Nc1c(Cl)cc(C(=O)CNCCCCCCOCCc2ccccn2)cc1Cl, [Na+]. The product is Nc1c(Cl)cc(C(O)CNCCCCCCOCCc2ccccn2)cc1Cl. As a reaction SMILES: [BH4-:1].[CH3:31][CH2:32][CH2:33][CH2:34][CH2:35][CH3:36].[CH3:37][OH:38].[NH2:3][c:4]1[c:5]([Cl:30])[cH:6][c:7]([C:11]([CH2:12][NH:13][CH2:14][CH2:15][CH2:16][CH2:17][CH2:18][CH2:19][O:20][CH2:21][CH2:22][c:23]2[n:24][cH:25][cH:26][cH:27][cH:28]2)=[O:29])[cH:8][c:9]1[Cl:10].[Na+:2]>>[NH2:3][c:4]1[c:5]([Cl:30])[cH:6][c:7]([CH:11]([CH2:12][NH:13][CH2:14][CH2:15][CH2:16][CH2:17][CH2:18][CH2:19][O:20][CH2:21][CH2:22][c:23]2[n:24][cH:25][cH:26][cH:27][cH:28]2)[OH:29])[cH:8][c:9]1[Cl:10].